describe an organic reaction: reactants, conditions, products, and yield From a dataset of the Open Reaction Database (ORD), a public repository of structured organic reaction records. Starting materials: CN(C)C=O, Cl, N#CCS(=O)(=O)CCC(F)(F)C(F)(F)C(F)(F)F, [H-], FC(F)(F)C(F)(F)CCI, [Na+]. The product is N#CC(CCC(F)(F)C(F)(F)F)S(=O)(=O)CCC(F)(F)C(F)(F)C(F)(F)F. As a reaction SMILES: [CH3:32][N:33]([CH3:34])[CH:35]=[O:36].[ClH:31].[F:11][C:12]([CH2:13][CH2:14][S:15](=[O:16])(=[O:17])[CH2:18][C:19]#[N:20])([C:21]([C:22]([F:23])([F:24])[F:25])([F:26])[F:27])[F:28].[H-:29].[I:1][CH2:2][CH2:3][C:4]([C:5]([F:6])([F:7])[F:8])([F:9])[F:10].[Na+:30]>>[CH2:2]([CH2:3][C:4]([C:5]([F:6])([F:7])[F:8])([F:9])[F:10])[CH:18]([S:15]([CH2:14][CH2:13][C:12]([F:11])([C:21]([C:22]([F:23])([F:24])[F:25])([F:26])[F:27])[F:28])(=[O:16])=[O:17])[C:19]#[N:20].